From a dataset of the Open Reaction Database (ORD), a public repository of structured organic reaction records. describe an organic reaction: reactants, conditions, products, and yield The reactants are C(C)OC(=O)C1=CC=C(C(=O)Cl)C=C1 (4-ethoxycarbonylbenzoyl chloride), NC=1C=C2C(CC(N(C2=CC1)C)=O)(C)C (6-amino-3,4-dihydro-1,4,4-trimethyl-2(1H)-quinolinone), ice water. Conditions: time 20 hour. Isolated yield 65.7%. RXN SMILES: [NH2:1][C:2]1[CH:3]=[C:4]2[C:9](=[CH:10][CH:11]=1)[N:8]([CH3:12])[C:7](=[O:13])[CH2:6][C:5]2([CH3:15])[CH3:14].[CH2:16]([O:18][C:19]([C:21]1[CH:29]=[CH:28][C:24]([C:25](Cl)=[O:26])=[CH:23][CH:22]=1)=[O:20])[CH3:17]>N1C=CC=CC=1.O1CCCC1>[CH3:12][N:8]1[C:9]2[C:4](=[CH:3][C:2]([NH:1][C:25]([C:24]3[CH:28]=[CH:29][C:21]([C:19]([O:18][CH2:16][CH3:17])=[O:20])=[CH:22][CH:23]=3)=[O:26])=[CH:11][CH:10]=2)[C:5]([CH3:15])([CH3:14])[CH2:6][C:7]1=[O:13]. Procedure: 37.2 g of 6-amino-3,4-dihydro-1,4,4-trimethyl-2(1H)-quinolinone were dissolved in 600 ml of pyridine and treated dropwise at room temperature with a solution of 43 g of 4-ethoxycarbonylbenzoyl chloride in 80 ml of tetrahydrofuran. After stirring at room temperature for 20 hours, the reaction mixture was poured on to ice-water, extracted several times with ethyl acetate, the organic phase was washed with cold 2N hydrochloric acid and water, dried and evaporated. Chromatography of the crude produc... Yields the product CN1C(CC(C2=CC(=CC=C12)NC(=O)C1=CC=C(C(=O)OCC)C=C1)(C)C)=O (ethyl p-[(1,2,3,4-tetrahydro-1,4,4-trimethyl-2-oxo-6-quinolinyl)carbamoyl]-benzoate). Solvent: O1CCCC1 (tetrahydrofuran), N1=CC=CC=C1 (pyridine). The reactants are CCCc1ccc(-c2ccc(N(CC(NC(=O)OC(C)(C)C)C(C)CC)C(=O)C3CC3c3ccccn3)cc2)cc1, ClCCl, Cl, C1COCCO1. Product: CCCc1ccc(-c2ccc(N(CC(N)C(C)CC)C(=O)C3CC3c3ccccn3)cc2)cc1. Reaction SMILES: [C:1]([O:2][C:3](=[O:4])[NH:7][CH:8]([CH:9]([CH2:10][CH3:11])[CH3:12])[CH2:13][N:14]([C:15](=[O:16])[CH:17]1[CH:18]([c:20]2[n:21][cH:22][cH:23][cH:24][cH:25]2)[CH2:19]1)[c:26]1[cH:27][cH:28][c:29](-[c:32]2[cH:33][cH:34][c:35]([CH2:38][CH2:39][CH3:40])[cH:36][cH:37]2)[cH:30][cH:31]1)([CH3:5])([CH3:6])[CH3:41].[Cl:42][CH2:43][Cl:44].[ClH:45].[O:46]1[CH2:47][CH2:48][O:49][CH2:50][CH2:51]1>>[NH2:7][CH:8]([CH:9]([CH2:10][CH3:11])[CH3:12])[CH2:13][N:14]([C:15](=[O:16])[CH:17]1[CH:18]([c:20]2[n:21][cH:22][cH:23][cH:24][cH:25]2)[CH2:19]1)[c:26]1[cH:27][cH:28][c:29](-[c:32]2[cH:33][cH:34][c:35]([CH2:38][CH2:39][CH3:40])[cH:36][cH:37]2)[cH:30][cH:31]1. Reactants: CCOC(=O)Cc1ccc(NC(=O)c2c[nH]c3ccccc23)c(Br)c1, C1CCOC1, Cl, [Na+], [OH-]. The product is O=C(O)Cc1ccc(NC(=O)c2c[nH]c3ccccc23)c(Br)c1. Reaction SMILES: [Br:1][c:2]1[cH:3][c:4]([CH2:20][C:21](=[O:22])[O:23][CH2:24][CH3:25])[cH:5][cH:6][c:7]1[NH:8][C:9](=[O:10])[c:11]1[cH:12][nH:13][c:14]2[cH:15][cH:16][cH:17][cH:18][c:19]12.[CH2:28]1[O:29][CH2:30][CH2:31][CH2:32]1.[ClH:33].[Na+:27].[OH-:26]>>[Br:1][c:2]1[cH:3][c:4]([CH2:20][C:21](=[O:22])[OH:23])[cH:5][cH:6][c:7]1[NH:8][C:9](=[O:10])[c:11]1[cH:12][nH:13][c:14]2[cH:15][cH:16][cH:17][cH:18][c:19]12.